Dataset: the Open Reaction Database (ORD), a public repository of structured organic reaction records. Task: describe an organic reaction: reactants, conditions, products, and yield Starting materials: FC(OC=1C=C(C=CC1)C1=NC=C(C=C1)CO)(F)F (2-(3-trifluoromethoxyphenyl)-5-hydroxymethylpyridine), C(C)(C)N(CC)C(C)C (diisopropylethylamine), C(C1=CC=CC=C1)(C1=CC=CC=C1)(C1=CC=CC=C1)N1C=NC(=C1)CC1=CC=C(C=C1)C#N (1-trityl-4-(4-cyanobenzyl)imidazole), FC(S(=O)(=O)OS(=O)(=O)C(F)(F)F)(F)F (trifluoromethanesulfonic anhydride), ClCCl (dichloromethane). Conditions: temperature -78 celsius, time 1 hour. Yields the product Cl.FC(OC=1C=C(C=CC1)C1=NC=C(C=C1)CN1C=NC=C1CC1=CC=C(C=C1)C#N)(F)F (1-(2-(3-Trifluoromethoxyphenyl)-pyrid-5-ylmethyl)-5-(4-cyanobenzyl)imidazole hvdrochloride salt). As a reaction SMILES: [F:1][C:2]([F:19])([F:18])[O:3][C:4]1[CH:5]=[C:6]([C:10]2[CH:15]=[CH:14][C:13]([CH2:16]O)=[CH:12][N:11]=2)[CH:7]=[CH:8][CH:9]=1.C(N(C(C)C)CC)(C)C.C([N:48]1[CH:52]=[C:51]([CH2:53][C:54]2[CH:59]=[CH:58][C:57]([C:60]#[N:61])=[CH:56][CH:55]=2)[N:50]=[CH:49]1)(C1C=CC=CC=1)(C1C=CC=CC=1)C1C=CC=CC=1.FC(F)(F)S(OS(C(F)(F)F)(=O)=O)(=O)=O.[Cl:77]CCl>>[ClH:77].[F:1][C:2]([F:19])([F:18])[O:3][C:4]1[CH:5]=[C:6]([C:10]2[CH:15]=[CH:14][C:13]([CH2:16][N:50]3[C:51]([CH2:53][C:54]4[CH:59]=[CH:58][C:57]([C:60]#[N:61])=[CH:56][CH:55]=4)=[CH:52][N:48]=[CH:49]3)=[CH:12][N:11]=2)[CH:7]=[CH:8][CH:9]=1 |f:5.6|. Reported procedure: To a solution of 2-(3-trifluoromethoxyphenyl)-5-hydroxymethylpyridine (66 mg, 0.25 mmol), diisopropylethylamine (0.085 mL, 0.49 mmol), and 1-trityl-4-(4-cyanobenzyl)imidazole (105 mg, 0.25 mmol) in dichloromethane (1.4 mL) at -78° C. was added trifluoromethanesulfonic anhydride (0.041 mL, 0.25 mmol) and the mixture stirred at -78° C. for 1 hour. The reaction was allowed to warm to ambient temperature and stirred for 4 hours. The solvent was evaporated in vacuo. The residue was dissolved in metha... Reactants: Cl, CN1CCC(NCc2ccc(OCc3cccc(F)c3)cc2)C1=O. The product is O=C1NCC1NCc1ccc(OCc2cccc(F)c2)cc1. As a reaction SMILES: [ClH:25].[F:1][c:2]1[cH:3][c:4]([CH2:5][O:6][c:7]2[cH:8][cH:9][c:10]([CH2:11][NH:12][CH:13]3[C:14](=[O:19])[N:15]([CH3:18])[CH2:16][CH2:17]3)[cH:20][cH:21]2)[cH:22][cH:23][cH:24]1>>[F:1][c:2]1[cH:3][c:4]([CH2:5][O:6][c:7]2[cH:8][cH:9][c:10]([CH2:11][NH:12][CH:13]3[C:14](=[O:19])[NH:15][CH2:17]3)[cH:20][cH:21]2)[cH:22][cH:23][cH:24]1.